describe an organic reaction: reactants, conditions, products, and yield From a dataset of the Open Reaction Database (ORD), a public repository of structured organic reaction records. The reactants are O=C([O-])O, O=[N+]([O-])c1cnc(Cl)nc1Cl, ClCCl, COC(=O)C1(CNC2CCC(F)(F)C2)CC1, [Na+]. Product: COC(=O)C1(CN(c2nc(Cl)ncc2[N+](=O)[O-])C2CCC(F)(F)C2)CC1. RXN SMILES: [C:28](=[O:29])([OH:30])[O-:31].[Cl:1][c:2]1[n:3][cH:4][c:5]([N+:9](=[O:10])[O-:11])[c:6]([Cl:8])[n:7]1.[Cl:33][CH2:34][Cl:35].[F:12][C:13]1([F:27])[CH2:14][CH:15]([NH:18][CH2:19][C:20]2([C:23](=[O:24])[O:25][CH3:26])[CH2:21][CH2:22]2)[CH2:16][CH2:17]1.[Na+:32]>>[Cl:1][c:2]1[n:3][cH:4][c:5]([N+:9](=[O:10])[O-:11])[c:6]([N:18]([CH:15]2[CH2:14][C:13]([F:12])([F:27])[CH2:17][CH2:16]2)[CH2:19][C:20]2([C:23](=[O:24])[O:25][CH3:26])[CH2:21][CH2:22]2)[n:7]1.